Dataset: the Open Reaction Database (ORD), a public repository of structured organic reaction records. Task: describe an organic reaction: reactants, conditions, products, and yield Run at temperature 50 celsius, time 20 hour. Procedure: Following general procedure F using 4d (86 mg, 0.25 mmol), B2pin2 (127 mg, 0.50 mmol), [Ir(COD)OMe]2 (2.5 mg, 0.00375 mmol) and 1a (3.8 mg, 0.0075 mmol) in THF (1.25 mL). Stirred in vial at 50 °C for 20 hours. Analysis of crude 1 H NMR using internal standard 1,2‐dimethoxyethane showed 5.7:1 meta:para borylation in 85% yield (12% starting material remaining). The crude product was purified by silica gel chromatography (15% EtOAc in Petroleum Ether 40‐60 o C) gave the title compound (as a 5.4:1 m... Run in O1CCCC1. Product: O=C(NCCC1=CC(=CC=C1I)B2OC(C)(C)C(O2)(C)C)C(F)(F)F, O=C(NCCC1=CC=C(C=C1I)B2OC(C)(C)C(O2)(C)C)C(F)(F)F. The yield is 11.0%. The reagents and catalysts are O=S(=O)([O-])CC=1C=NC(=CC1)C2=NC=C(C=C2)C.CCCC[N+](CCCC)(CCCC)CCCC, O1B(OC(C)(C)C1(C)C)B2OC(C)(C)C(O2)(C)C, C[OH2+].C[OH2+].C1CC=CCCC=C1.C1CC=CCCC=C1.[Ir].[Ir]. The reactants are O=C(NCCC=1C=CC=CC1I)C(F)(F)F. Starting materials: COC(OC)C(C)C=CC=C(C)CCC=C(C)C, Cc1ccc(S(=O)(=O)O)cc1, [Na+], O=C([O-])O, C1CCOC1, O. Product: CC(C)=CCCC(C)=CC=CC(C)C=O. Reaction SMILES: [CH3:1][CH:2]([CH:3]([O:4][CH3:7])[O:5][CH3:6])[CH:8]=[CH:9][CH:10]=[C:11]([CH2:12][CH2:13][CH:14]=[C:15]([CH3:16])[CH3:17])[CH3:18].[CH3:24][c:25]1[cH:26][cH:27][c:28]([S:29]([OH:30])(=[O:31])=[O:32])[cH:33][cH:34]1.[Na+:39].[O-:35][C:36]([OH:37])=[O:38].[O:19]1[CH2:20][CH2:21][CH2:22][CH2:23]1.[OH2:40]>>[CH3:1][CH:2]([CH:3]=[O:4])[CH:8]=[CH:9][CH:10]=[C:11]([CH2:12][CH2:13][CH:14]=[C:15]([CH3:16])[CH3:17])[CH3:18]. The reactants are Fc1ccc(F)c(CBr)c1, O=Cc1c[nH]c2ccccc12. The product is O=Cc1cn(Cc2cc(F)ccc2F)c2ccccc12. As a reaction SMILES: [F:1][c:2]1[c:3]([CH2:4][Br:5])[cH:6][c:7]([F:10])[cH:8][cH:9]1.[nH:11]1[cH:12][c:13]([CH:20]=[O:21])[c:14]2[cH:15][cH:16][cH:17][cH:18][c:19]12>>[F:1][c:2]1[c:3]([CH2:4][n:11]2[cH:12][c:13]([CH:20]=[O:21])[c:14]3[cH:15][cH:16][cH:17][cH:18][c:19]23)[cH:6][c:7]([F:10])[cH:8][cH:9]1. Starting materials: C#CC(=O)OCC, Fc1ccc(S)cc1. Product: CCOC(=O)C=CSc1ccc(F)cc1. As a reaction SMILES: [CH3:1][CH2:2][O:3][C:4](=[O:5])[C:6]#[CH:7].[F:8][c:9]1[cH:10][cH:11][c:12]([SH:15])[cH:13][cH:14]1>>[CH3:1][CH2:2][O:3][C:4](=[O:5])[CH:6]=[CH:7][S:15][c:12]1[cH:11][cH:10][c:9]([F:8])[cH:14][cH:13]1.